Dataset: the Open Reaction Database (ORD), a public repository of structured organic reaction records. Task: describe an organic reaction: reactants, conditions, products, and yield As a reaction SMILES: [CH2:1]([CH:2]=[CH2:3])[O:4][C:5](=[O:6])[N:7]1[CH:8]([CH:20]=[O:21])[CH2:9][CH:10]([S:12][C:13](=[O:14])[O:15][C:16]([CH3:17])([CH3:18])[CH3:19])[CH2:11]1.[Cl:35][CH2:36][Cl:37].[c:22]1([CH2:32][CH2:33][NH2:34])[cH:23][cH:24][cH:25][c:26]2[cH:27][cH:28][cH:29][cH:30][c:31]12>>[CH2:1]([CH:2]=[CH2:3])[O:4][C:5](=[O:6])[N:7]1[CH:8]([CH2:20][NH:34][CH2:33][CH2:32][c:22]2[cH:23][cH:24][cH:25][c:26]3[cH:27][cH:28][cH:29][cH:30][c:31]23)[CH2:9][CH:10]([S:12][C:13](=[O:14])[O:15][C:16]([CH3:17])([CH3:18])[CH3:19])[CH2:11]1. Yields the product C=CCOC(=O)N1CC(SC(=O)OC(C)(C)C)CC1CNCCc1cccc2ccccc12. The reactants are C=CCOC(=O)N1CC(SC(=O)OC(C)(C)C)CC1C=O, ClCCl, NCCc1cccc2ccccc12. Starting materials: CC1=CC(OC(=C1CC#C)C1=CC=CC=C1)=O (4-methyl-5-propargyl-6-phenyl-2-pyrone), Cl.NO (hydroxylamine hydrochloride), NC1=NC=CC(=C1)C (2-amino-4-methyl-pyridine). The product is ON1C(C=C(C(=C1C1=CC=CC=C1)CC#C)C)=O (1-hydroxy-4-methyl-5-propargyl-6-phenyl-2-pyridone). Yield: 76.9%. RXN SMILES: [CH3:1][C:2]1[C:7]([CH2:8][C:9]#[CH:10])=[C:6]([C:11]2[CH:16]=[CH:15][CH:14]=[CH:13][CH:12]=2)[O:5][C:4](=O)[CH:3]=1.Cl.[NH2:19][OH:20].NC1C=C(C)C=CN=1>>[OH:20][N:19]1[C:6]([C:11]2[CH:16]=[CH:15][CH:14]=[CH:13][CH:12]=2)=[C:7]([CH2:8][C:9]#[CH:10])[C:2]([CH3:1])=[CH:3][C:4]1=[O:5] |f:1.2|. Reported procedure: 1 g of 4-methyl-5-propargyl-6-phenyl-2-pyrone, 1.5 g of hydroxylamine hydrochloride and 3 g of 2-amino-4-methyl-pyridine were heated for 9 hours to 80° C. After the usual working up, there were obtained 0.82 g (77 %) of 1-hydroxy-4-methyl-5-propargyl-6-phenyl-2-pyridone melting at 200° C (Calc.: 5.9 % N, found: 5.8 % N).